From a dataset of the Open Reaction Database (ORD), a public repository of structured organic reaction records. describe an organic reaction: reactants, conditions, products, and yield The reactants are ClC(C(=O)OCC)C=O (Ethyl 2-chloro-3-oxopropanoate), ClC(C(=O)OCC)C=O (Ethyl 2-chloro-3-oxopropanoate), FC1=C(COC=2C(=NC=CC2)N)C(=CC=C1)F (3-[(2,6-Difluorobenzyl)oxy]pyridine-2-amine). Run in C(C)O (ethanol). Product: FC1=C(COC=2C=3N(C=CC2)C(=CN3)C(=O)OCC)C(=CC=C1)F (Ethyl 8-[(2,6-difluorobenzyl)oxy]imidazo[1,2-a]pyridine-3-carboxylate). Reaction SMILES: [F:1][C:2]1[CH:16]=[CH:15][CH:14]=[C:13]([F:17])[C:3]=1[CH2:4][O:5][C:6]1[C:7]([NH2:12])=[N:8][CH:9]=[CH:10][CH:11]=1.Cl[CH:19]([CH:25]=O)[C:20]([O:22][CH2:23][CH3:24])=[O:21]>C(O)C>[F:1][C:2]1[CH:16]=[CH:15][CH:14]=[C:13]([F:17])[C:3]=1[CH2:4][O:5][C:6]1[C:7]2[N:8]([C:19]([C:20]([O:22][CH2:23][CH3:24])=[O:21])=[CH:25][N:12]=2)[CH:9]=[CH:10][CH:11]=1. Procedure: 1.93 g of 3-[(2,6-difluorobenzyl)oxy]pyridine-2-amine (Example 4A; 8.2 mmol, 1 equivalent) were initially charged in 50 ml of ethanol, and 8.2 g of ethyl 2-chloro-3-oxopropanoate (75% pure, crude product from Example 29A, 40.8 mmol, 5 equivalents) were added. The resulting reaction mixture was heated at reflux overnight. The reaction solution was concentrated and the crude product obtained was chromatographed on 340 g of silica gel (Biotage Isolera) (mobile phase: cyclohexane:ethyl acetate gradi... Conditions: time 16 hour. RXN SMILES: [CH3:1][N:2]1[CH2:24][CH2:23][C:5]2[N:6]([CH2:14][CH:15]([C:17]3[CH:22]=[CH:21][N:20]=[CH:19][CH:18]=3)[OH:16])[C:7]3[CH:8]=[CH:9][C:10]([CH3:13])=[CH:11][C:12]=3[C:4]=2[CH2:3]1.[C:25](O)(=[O:29])[CH:26]([CH3:28])[CH3:27].CCN=C=NCCCN(C)C.Cl>C(Cl)Cl.CN(C1C=CN=CC=1)C>[C:25]([O:16][CH:15]([C:17]1[CH:18]=[CH:19][N:20]=[CH:21][CH:22]=1)[CH2:14][N:6]1[C:7]2[CH:8]=[CH:9][C:10]([CH3:13])=[CH:11][C:12]=2[C:4]2[CH2:3][N:2]([CH3:1])[CH2:24][CH2:23][C:5]1=2)(=[O:29])[CH:26]([CH3:28])[CH3:27] |f:2.3|. Isolated yield 51.1%. Solvent: C(Cl)Cl (DCM). Procedure: To a solution of 2-(1,2,3,4-tetrahydro-2,8-dimethylpyrido[4,3-b]indol-5-yl)-1-(pyridin-4-yl)ethanol (500 mg, 1.55 mmol) and isobutyric acid (274 mg, 3.1 mmol) in DCM (100 mL) were added EDC.HCl (657 mg, 3.4 mmol), DMAP (19 mg, 0.16 mmol) and TEA (346 mg, 3.4 mmol). The reaction mixture was stirred at RT for 16 h and washed with water. The organic layer was dried over anhydrous sodium sulfate and concentrated under reduced pressure. The residue was purified by silica gel column chromatography (4%... The product is C(C(C)C)(=O)OC(CN1C2=C(C=3C=C(C=CC13)C)CN(CC2)C)C2=CC=NC=C2 (2-(1,2,3,4-tetrahydro-2,8-dimethylpyrido[4,3-b]indol-5-yl)-1-(pyridin-4-yl)ethyl isobutyrate). Reagents/catalysts: CN(C)C=1C=CN=CC1 (DMAP). Reactants: CN1CC2=C(N(C=3C=CC(=CC23)C)CC(O)C2=CC=NC=C2)CC1 (2-(1,2,3,4-tetrahydro-2,8-dimethylpyrido[4,3-b]indol-5-yl)-1-(pyridin-4-yl)ethanol), C(C(C)C)(=O)O (isobutyric acid), CCN=C=NCCCN(C)C.Cl (EDC.HCl), TEA. Reactants: Cn1ccnc1CCl, CN(C)C=O, Cl, O=[N+]([O-])c1ccccc1O, [Na+], [Na+], [Na], O=C([O-])[O-], O. The product is Cn1ccnc1COc1ccccc1[N+](=O)[O-]. RXN SMILES: [CH3:19][n:20]1[c:21]([CH2:25][Cl:26])[n:22][cH:23][cH:24]1.[CH3:28][N:29]([CH3:30])[CH:31]=[O:32].[ClH:18].[N+:2](=[O:3])([O-:4])[c:5]1[c:6]([OH:11])[cH:7][cH:8][cH:9][cH:10]1.[Na+:12].[Na+:13].[Na:1].[O-:14][C:15](=[O:16])[O-:17].[OH2:27]>>[N+:2](=[O:3])([O-:4])[c:5]1[c:6]([O:11][CH2:25][c:21]2[n:20]([CH3:19])[cH:24][cH:23][n:22]2)[cH:7][cH:8][cH:9][cH:10]1. Reactants: O (Water), CN1CC[C@]23C4=C5C=CC(=C4O[C@H]2C(=O)CC[C@]3([C@H]1C5)O)OC (oxycodone), [H][H] (hydrogen), Cl (hydrochloric acid). The reagents and catalysts are [Pd] (palladium on carbon). Solvent: C(C)(C)O (isopropanol). Run at temperature 75 celsius, time 6.5 hour. Product: CN1CC[C@]23C4=C5C=CC(=C4O[C@H]2C(=O)CC[C@]3([C@H]1C5)O)OC.Cl (Oxycodone Hydrochloride). RXN SMILES: [CH3:1][N:2]1[C@@H:19]2[CH2:20][C:7]3[CH:8]=[CH:9][C:10]([O:22][CH3:23])=[C:11]4[O:12][C@H:13]5[C:14]([CH2:16][CH2:17][C@:18]2([OH:21])[C@:5]5([C:6]=34)[CH2:4][CH2:3]1)=[O:15].O.[ClH:25].[H][H]>[Pd].C(O)(C)C>[CH3:1][N:2]1[C@@H:19]2[CH2:20][C:7]3[CH:8]=[CH:9][C:10]([O:22][CH3:23])=[C:11]4[O:12][C@H:13]5[C:14]([CH2:16][CH2:17][C@:18]2([OH:21])[C@:5]5([C:6]=34)[CH2:4][CH2:3]1)=[O:15].[ClH:25] |f:6.7|. Procedure: 5 g of oxycodone product from comparative example 2 was added to a 100 ml flask. Water (10 ml) and isopropanol (10 ml) were added and the mixture was stirred. Concentrated hydrochloric acid (2.64 ml) was added. The mixture was heated to 75° C. for 10 hours and stirred at ambient temperature overnight. The mixture was transferred to a hydrogenation bottle and was heated to 45° C. 5 wt % palladium on carbon catalyst (0.5 g) was added to the mixture and hydrogen was passed through the mixture at ab... Starting materials: O(C1=CC=CC=C1)C=1C=C(C=CC1)Br (3-phenoxyphenyl bromide), [Mg] (magnesium), C(C)(=O)OCC(=CC1(CC1)C1=CC=C(C=C1)OC(F)F)F (1-(3-Acetoxy-2-fluoroprop-1-enyl)-1-(4-difluoromethoxyphenyl)cyclopropane), Grignard reagent. Run in O1CCCC1 (tetrahydrofuran). Product: FC(OC1=CC=C(C=C1)C1(CC1)C=C(CC1=CC(=CC=C1)OC1=CC=CC=C1)F)F (1-(4-difluoromethoxyphenyl)-1-(2-fluoro-3-(3-phenoxyphenyl)prop-1-enyl)cyclopropane). The yield is 23.3%. RXN SMILES: [O:1]([C:8]1[CH:9]=[C:10](Br)[CH:11]=[CH:12][CH:13]=1)[C:2]1[CH:7]=[CH:6][CH:5]=[CH:4][CH:3]=1.[Mg].C(O[CH2:20][C:21]([F:36])=[CH:22][C:23]1([C:26]2[CH:31]=[CH:30][C:29]([O:32][CH:33]([F:35])[F:34])=[CH:28][CH:27]=2)[CH2:25][CH2:24]1)(=O)C>O1CCCC1>[F:35][CH:33]([F:34])[O:32][C:29]1[CH:30]=[CH:31][C:26]([C:23]2([CH:22]=[C:21]([F:36])[CH2:20][C:10]3[CH:11]=[CH:12][CH:13]=[C:8]([O:1][C:2]4[CH:7]=[CH:6][CH:5]=[CH:4][CH:3]=4)[CH:9]=3)[CH2:24][CH2:25]2)=[CH:27][CH:28]=1. Reported procedure: The method of Example 25 was repeated using a Grignard reagent, prepared from 3-phenoxyphenyl bromide (0.28 g), tetrahydrofuran (2 ml) and magnesium (24 mg) and 1-(3-acetoxy-2-fluoroprop-1-enyl)-1-(4-difluoro-methoxyphenyl)cyclopropane (Example 24) (94 mg). The residue after evaporation was purified by preparative thin layer chromatography (solvent: diethyl ether/hexane; 1:9) and then preparative high performance liquid chromatography (column: C18; solvent: methanol; flow rate: 8 ml/min) to affo... Starting materials: CC(C(=O)OCCOC(=O)OC1=CC=C(C=C1)S(=O)(=O)C)C ([4-(methylsulfonyl)phenoxycarbonyloxy]ethyl 2-methylpropanoate), S(O)(O)(=O)=O (sulfuric acid), C([O-])([O-])=O.[K+].[K+] (Potassium carbonate), NC[C@@H]1CC[C@H](CC1)C(=O)O (Trans-4-(Aminomethyl)-cyclohexanecarboxylic acid). The solvent is C(C)#N (acetonitrile), COC(C)(C)C (tert-butyl methyl ether), O (water). Conditions: time 5 minute. The product is CC(C(=O)OCCOC(=O)NCC1CCC(CC1)C(=O)O)C (4-({[(2-Methylpropanoyloxy)ethoxy]carbonylamino}methyl)cyclohexanecarboxylic Acid), CS(=O)(=O)C1=CC=C(C=C1)O (4-(methylsulfonyl)phenol). Reaction SMILES: [NH2:1][CH2:2][C@H:3]1[CH2:8][CH2:7][C@H:6]([C:9]([OH:11])=[O:10])[CH2:5][CH2:4]1.C(=O)([O-])[O-].[K+].[K+].[CH3:18][CH:19]([CH3:39])[C:20]([O:22][CH2:23][CH2:24][O:25][C:26]([O:28][C:29]1[CH:34]=[CH:33][C:32]([S:35]([CH3:38])(=[O:37])=[O:36])=[CH:31][CH:30]=1)=[O:27])=[O:21].S(=O)(=O)(O)O>C(#N)C.COC(C)(C)C.O>[CH3:18][CH:19]([CH3:39])[C:20]([O:22][CH2:23][CH2:24][O:25][C:26]([NH:1][CH2:2][CH:3]1[CH2:4][CH2:5][CH:6]([C:9]([OH:11])=[O:10])[CH2:7][CH2:8]1)=[O:27])=[O:21].[CH3:38][S:35]([C:32]1[CH:33]=[CH:34][C:29]([OH:28])=[CH:30][CH:31]=1)(=[O:36])=[O:37] |f:1.2.3|. Procedure: Trans-4-(Aminomethyl)-cyclohexanecarboxylic acid (0.94 g) and water (25 mL) were charged to a vessel at room temperature. Potassium carbonate (0.8 g) was added in one portion and the mixture was stirred at room temperature for 5 minutes. A solution of [4-(methylsulfonyl)phenoxycarbonyloxy]ethyl 2-methylpropanoate D3 (1.6 g) in acetonitrile (25 mL) was added. After 6 hours, tert-butyl methyl ether (50 mL) was added and the reaction mixture was cooled to 5-10° C. A solution of 5% aqueous sulfuric ... The reactants are ClC1=NC=CC(=C1)OC=1C=NC(=CC1)[N+](=O)[O-] (2-chloro-4-((6-nitropyridin-3-yl)oxy)pyridine), C(C1=CC=CC=C1)N1CCN(CC1)C(=O)N (4-benzylpiperazine-1-carboxamide), C([O-])([O-])=O.[Cs+].[Cs+] (cesium carbonate). The reagents and catalysts are CC(C)C1=CC(=C(C(=C1)C(C)C)C2=C(C=CC=C2)P(C3CCCCC3)C4CCCCC4)C(C)C (X-Phos), C=1C=CC(=CC1)/C=C/C(=O)/C=C/C2=CC=CC=C2.C=1C=CC(=CC1)/C=C/C(=O)/C=C/C2=CC=CC=C2.C=1C=CC(=CC1)/C=C/C(=O)/C=C/C2=CC=CC=C2.[Pd].[Pd] (Pd2 dba3). Run in O1CCOCC1 (dioxane), CCOC(=O)C (EtOAc). Reaction conditions: temperature 120 celsius, time 16 hour. Yields the product C(C1=CC=CC=C1)N1CCN(CC1)C(=O)NC1=NC=CC(=C1)OC=1C=NC(=CC1)[N+](=O)[O-] (4-benzyl-N-(4-((6-nitropyridin-3-yl)oxy)pyridin-2-yl)piperazine-1-carboxamide). Isolated yield 66.5%. As a reaction SMILES: Cl[C:2]1[CH:7]=[C:6]([O:8][C:9]2[CH:10]=[N:11][C:12]([N+:15]([O-:17])=[O:16])=[CH:13][CH:14]=2)[CH:5]=[CH:4][N:3]=1.[CH2:18]([N:25]1[CH2:30][CH2:29][N:28]([C:31]([NH2:33])=[O:32])[CH2:27][CH2:26]1)[C:19]1[CH:24]=[CH:23][CH:22]=[CH:21][CH:20]=1.C(=O)([O-])[O-].[Cs+].[Cs+]>O1CCOCC1.CCOC(C)=O.C1C=CC(/C=C/C(/C=C/C2C=CC=CC=2)=O)=CC=1.C1C=CC(/C=C/C(/C=C/C2C=CC=CC=2)=O)=CC=1.C1C=CC(/C=C/C(/C=C/C2C=CC=CC=2)=O)=CC=1.[Pd].[Pd].CC(C1C=C(C(C)C)C(C2C=CC=CC=2P(C2CCCCC2)C2CCCCC2)=C(C(C)C)C=1)C>[CH2:18]([N:25]1[CH2:26][CH2:27][N:28]([C:31]([NH:33][C:2]2[CH:7]=[C:6]([O:8][C:9]3[CH:10]=[N:11][C:12]([N+:15]([O-:17])=[O:16])=[CH:13][CH:14]=3)[CH:5]=[CH:4][N:3]=2)=[O:32])[CH2:29][CH2:30]1)[C:19]1[CH:24]=[CH:23][CH:22]=[CH:21][CH:20]=1 |f:2.3.4,7.8.9.10.11|. Procedure: A suspension of Example A1 (0.5 g, 1.987 mmol), 4-benzylpiperazine-1-carboxamide (0.741 g, 3.38 mmol), cesium carbonate (0.971 g, 2.98 mmol) and X-Phos (0.047 g, 0.099 mmol) in dioxane (20 mL) was purged 5 min with Ar. To the reaction mixture was added Pd2 dba3 (0.055 g, 0.060 mmol) and it was then heated to 120° C. After 16 h, the reaction was cooled to RT, diluted with EtOAc (100 mL) and filtered through diatomaceous earth. The filter cake was washed with additional EtOAc and the combined filt... Starting materials: BrCBr (dibromomethane), O (water), FC1=C(C(O)=CC=C1)O (3-fluorocatechol), C=1(O)C(O)=CC=CC1 (catechol). Reagents/catalysts: [Cl-].C[N+](CCCCCCCC)(CCCCCCCC)CCCCCCCC (methyltrioctylammonium chloride). Run in [OH-].[Na+] (sodium hydroxide), C(Cl)Cl (methylene chloride). Conditions: time 2 hour. The product is FC1=C2C(=CC=C1)OCO2 (1-fluoro-2,3-methylenedioxybenzene). As a reaction SMILES: BrCBr.O.[F:5][C:6]1[CH:12]=[CH:11][CH:10]=[C:8]([OH:9])[C:7]=1[OH:13].[C:14]1(C(=CC=CC=1)O)O>[Cl-].C[N+](CCCCCCCC)(CCCCCCCC)CCCCCCCC.[OH-].[Na+].C(Cl)Cl>[F:5][C:6]1[CH:12]=[CH:11][CH:10]=[C:8]2[O:9][CH2:14][O:13][C:7]=12 |f:4.5,6.7|. Reported procedure: Aliquot 336 (methyltrioctylammonium chloride, 0.63 g, 1.6 mmol), dibromomethane (40.7 g, 234.2 mmol) and water (31 mL) were placed in a 500 mL 3-necked flask equipped with an addition funnel, condenser and a stir bar. The addition funnel was charged with a solution of 3-fluorocatechol (20.0 g, 160 mmol) in 5M sodium hydroxide (80 mL). The mixture in the flask was heated to reflux and the solution of the catechol was added dropwise with good stirring over 2 hours and the resulting dark mixture he... Procedure details: 4-Benzyloxy-2-cyclohexylmethylphenol (1,77 mmol) was dissolved in anhydrous DMF (4 mL), followed by the addition of ethyl bromoacetate (0.29 mL, 2.65 mmol), and cesium carbonate (0.75 g, 2.30 mmol). The mixture was then heated for 18 h (55° C.). The reaction mixture was then cooled and concentrated in vacuo. The crude residue was partitioned between ethyl acetate (70 mL) and water (40 mL). The organic layer was washed with brine, dried (Na2SO4), and removed in vacuo to give the desired product. Reaction conditions: temperature 55 celsius. The product is C(C)OC(COC1=C(C=C(C=C1)OCC1=CC=CC=C1)CC1CCCCC1)=O ((4-Benzyloxy-2-Cyclohexylmethylphenoxy)Acetic acid ethyl ester). Run in CN(C)C=O (DMF). As a reaction SMILES: [CH2:1]([O:8][C:9]1[CH:14]=[CH:13][C:12]([OH:15])=[C:11]([CH2:16][CH:17]2[CH2:22][CH2:21][CH2:20][CH2:19][CH2:18]2)[CH:10]=1)[C:2]1[CH:7]=[CH:6][CH:5]=[CH:4][CH:3]=1.Br[CH2:24][C:25]([O:27][CH2:28][CH3:29])=[O:26].C(=O)([O-])[O-].[Cs+].[Cs+]>CN(C=O)C>[CH2:28]([O:27][C:25](=[O:26])[CH2:24][O:15][C:12]1[CH:13]=[CH:14][C:9]([O:8][CH2:1][C:2]2[CH:3]=[CH:4][CH:5]=[CH:6][CH:7]=2)=[CH:10][C:11]=1[CH2:16][CH:17]1[CH2:22][CH2:21][CH2:20][CH2:19][CH2:18]1)[CH3:29] |f:2.3.4|. Reactants: BrCC(=O)OCC (ethyl bromoacetate), C([O-])([O-])=O.[Cs+].[Cs+] (cesium carbonate), C(C1=CC=CC=C1)OC1=CC(=C(C=C1)O)CC1CCCCC1 (4-Benzyloxy-2-cyclohexylmethylphenol).